This data is from the Open Reaction Database (ORD), a public repository of structured organic reaction records. The task is: describe an organic reaction: reactants, conditions, products, and yield Starting materials: C(C1=CC=CC=C1)ONC(CC)=S (N-benzyloxythiopropionamide), BrCC1=C(C=CC=C1)C(C(=O)[O-])=COC (2-bromomethylphenyl-3-methoxypropenoate), C([O-])([O-])=O.[K+].[K+] (potassium carbonate). Conditions: time 8 hour. The product is C(C1=CC=CC=C1)ON=C(CC)SCC1=C(C=CC=C1)C(C(=O)OC)=COC (methyl 2-[2-{(1-benzyloxyiminopropyl)thiomethyl}phenyl]-3-methoxypropenoate). The yield is 66.7%. Reaction SMILES: [CH2:1]([O:8][NH:9][C:10](=[S:13])[CH2:11][CH3:12])[C:2]1[CH:7]=[CH:6][CH:5]=[CH:4][CH:3]=1.Br[CH2:15][C:16]1[CH:21]=[CH:20][CH:19]=[CH:18][C:17]=1[C:22](=[CH:26][O:27][CH3:28])[C:23]([O-:25])=[O:24].[C:29](=O)([O-])[O-].[K+].[K+]>>[CH2:1]([O:8][N:9]=[C:10]([S:13][CH2:15][C:16]1[CH:21]=[CH:20][CH:19]=[CH:18][C:17]=1[C:22](=[CH:26][O:27][CH3:28])[C:23]([O:25][CH3:29])=[O:24])[CH2:11][CH3:12])[C:2]1[CH:7]=[CH:6][CH:5]=[CH:4][CH:3]=1 |f:2.3.4|. Procedure: A mixture of N-benzyloxythiopropionamide (1.2 g, 6 mmol) prepared as above, 2-bromomethylphenyl-3-methoxypropenoate (1.7 g, 6 mmol) and potassium carbonate (1 g, 7 mmol) was stirred overnight at room temperature. The reaction mixture was filtered, the solvent was removed by evaporation, and the residue was purified with silica gel chromatography to obtain methyl 2-[2-{(1-benzyloxyiminopropyl)thiomethyl}phenyl]-3-methoxypropenoate (1.6 g, yield: 67%). The proton NMR Spectra: 1.12 t (3H); 2.36 q (... The reactants are C(C)C1=CC=C(C=C1)[C@H]([C@H](C)N)OC=1C=C2C=NN(C2=CC1)C1=CC=C(C=C1)F ((1R,2S)-1-(4-ethylphenyl)-1-{[1-(4-fluorophenyl)-1H-indazol-5-yl]oxy}propan-2-amine), C(C)(=O)OCC(=O)Cl (2-chloro-2-oxoethyl acetate). The product is C(C)C1=CC=C(C=C1)[C@H]([C@H](C)NC(CO)=O)OC=1C=C2C=NN(C2=CC1)C1=CC=C(C=C1)F (N-[(1R,2S)-1-(4-ethylphenyl)-1-[1-(4-fluorophenyl)indazol-5-yl]oxy-propan-2-yl]-2-hydroxy-acetamide). Reaction SMILES: [CH2:1]([C:3]1[CH:8]=[CH:7][C:6]([C@@H:9]([O:13][C:14]2[CH:15]=[C:16]3[C:20](=[CH:21][CH:22]=2)[N:19]([C:23]2[CH:28]=[CH:27][C:26]([F:29])=[CH:25][CH:24]=2)[N:18]=[CH:17]3)[C@@H:10]([NH2:12])[CH3:11])=[CH:5][CH:4]=1)[CH3:2].C([O:33][CH2:34][C:35](Cl)=[O:36])(=O)C>>[CH2:1]([C:3]1[CH:4]=[CH:5][C:6]([C@@H:9]([O:13][C:14]2[CH:15]=[C:16]3[C:20](=[CH:21][CH:22]=2)[N:19]([C:23]2[CH:24]=[CH:25][C:26]([F:29])=[CH:27][CH:28]=2)[N:18]=[CH:17]3)[C@@H:10]([NH:12][C:34](=[O:33])[CH2:35][OH:36])[CH3:11])=[CH:7][CH:8]=1)[CH3:2]. Procedure: Prepared as described in Example 5 using (1R,2S)-1-(4-ethylphenyl)-1-{[1-(4-fluorophenyl)-1H-indazol-5-yl]oxy}propan-2-amine (20 mg, 50 μmol) and 2-chloro-2-oxoethyl acetate (21 mg, 150 μmol). Yield 21 mg (91%). The reactants are O.NC1=NC(=NC(=C1)O)S (4-amino-6-hydroxy-2-mercaptopyrimidine monohydrate), FC=1C=C(CBr)C=CC1F (3,4-difluorobenzyl bromide). Yields the product NC1=CC(=NC(=N1)SCC1=CC(=C(C=C1)F)F)O (6-Amino-2-[(3,4-difluorobenzyl)thio]pyrimidin-4-ol). RXN SMILES: O.[NH2:2][C:3]1[CH:8]=[C:7]([OH:9])[N:6]=[C:5]([SH:10])[N:4]=1.[F:11][C:12]1[CH:13]=[C:14]([CH:17]=[CH:18][C:19]=1[F:20])[CH2:15]Br>>[NH2:2][C:3]1[N:4]=[C:5]([S:10][CH2:15][C:14]2[CH:17]=[CH:18][C:19]([F:20])=[C:12]([F:11])[CH:13]=2)[N:6]=[C:7]([OH:9])[CH:8]=1 |f:0.1|. Reported procedure: The subtitle compound was prepared according to the procedure of Example 1 step 1) treating 4-amino-6-hydroxy-2-mercaptopyrimidine monohydrate (2.0 g) with 3,4-difluorobenzyl bromide (2.66 g) to afford the subtitle compound as a white solid. Yield: 3.35 g. 1H NMR. δ(DMSO) 7.54 (1H, m), 7.32 (2H, m), 6.58 (2H, bs), 4.96 (1H, bs), 4.29 (2H, s). The reactants are OCCCCCCCCNC(=O)C=1C=C(C=CC1)S(=O)(=O)C=1C=C2C(=C(C=NC2=C(C1)C)C(=O)N)NC1=CC(=CC=C1)OC (6-[[3-[(8-Hydroxyoctyl)carbamoyl]phenyl]sulfonyl]-4-[(3-methoxyphenyl)amino]-8-methylquinoline-3-carboxamide), N1CCNCC1 (piperazine), C29H30N5O5S. Product: COC=1C=C(C=CC1)NC1=C(C=NC2=C(C=C(C=C12)S(=O)(=O)C1=CC(=CC=C1)C(=O)N1CCNCC1)C)C(=O)N (4-((3-methoxyphenyl)amino)-8-methyl-6-((3-(piperazine-1-carbonyl)phenyl)sulfonyl)quinoline-3-carboxamide). As a reaction SMILES: OCCCCCC[CH2:8][CH2:9][NH:10][C:11]([C:13]1[CH:14]=[C:15]([S:19]([C:22]2[CH:23]=[C:24]3[C:29](=[C:30]([CH3:32])[CH:31]=2)[N:28]=[CH:27][C:26]([C:33]([NH2:35])=[O:34])=[C:25]3[NH:36][C:37]2[CH:42]=[CH:41][CH:40]=[C:39]([O:43][CH3:44])[CH:38]=2)(=[O:21])=[O:20])[CH:16]=[CH:17][CH:18]=1)=[O:12].[NH:45]1CCN[CH2:47][CH2:46]1>>[CH3:44][O:43][C:39]1[CH:38]=[C:37]([NH:36][C:25]2[C:24]3[C:29](=[C:30]([CH3:32])[CH:31]=[C:22]([S:19]([C:15]4[CH:16]=[CH:17][CH:18]=[C:13]([C:11]([N:10]5[CH2:47][CH2:46][NH:45][CH2:8][CH2:9]5)=[O:12])[CH:14]=4)(=[O:21])=[O:20])[CH:23]=3)[N:28]=[CH:27][C:26]=2[C:33]([NH2:35])=[O:34])[CH:42]=[CH:41][CH:40]=1. Procedure details: The title compound was synthesized in a manner analogous to that described for Intermediate 70, using piperazine in place of 8-aminooctanol. ES/MS calcd. for C29H30N5O5S+ 560.2. Found m/z=560.2 (M+H)+. Reactants: C1(CCCC1)CC(C(=O)O)N1N=CC(=CC1=O)OC1=CC=CC2=CC=CC=C12 (3-cyclopentyl-2-[4-(naphthalen-1-yloxy)-6-oxo-6H-pyridazin-1-yl]-propionic acid), NC1=NN(C=C1)CC(C)(O)C (1-(3-amino-pyrazol-1-yl)-2-methyl-propan-2-ol), C1(CCCC1)CC(C(=O)O)N1N=CC(=CC1=O)OC1=CC=CC2=CC=CC=C12 (3-cyclopentyl-2-[4-(naphthalen-1-yloxy)-6-oxo-6H-pyridazin-1-yl]-propionic acid), NC1=NN(C=C1)CC(C)(O)C (1-(3-amino-pyrazol-1-yl)-2-methyl-propan-2-ol). Product: OC(CN1N=C(C=C1)NC(C(CCCCCC)N1N=CC(=CC1=O)OC1=CC=CC2=CC=CC=C12)=O)(C)C (2-[4-(naphthalen-1-yloxy)-6-oxo-6H-pyridazin-1-yl]-octanoic acid [1-(2-hydroxy-2-methyl-propyl)-1H-pyrazol-3-yl]-amide). Isolated yield 11.0%. Reaction SMILES: [CH:1]1([CH2:6][CH:7]([N:11]2[C:16](=[O:17])[CH:15]=[C:14]([O:18][C:19]3[C:28]4[C:23](=[CH:24][CH:25]=[CH:26][CH:27]=4)[CH:22]=[CH:21][CH:20]=3)[CH:13]=[N:12]2)[C:8]([OH:10])=O)[CH2:5][CH2:4][CH2:3][CH2:2]1.[NH2:29][C:30]1[CH:34]=[CH:33][N:32]([CH2:35][C:36]([CH3:39])([OH:38])[CH3:37])[N:31]=1>>[OH:38][C:36]([CH3:39])([CH3:37])[CH2:35][N:32]1[CH:33]=[CH:34][C:30]([NH:29][C:8](=[O:10])[CH:7]([N:11]2[C:16](=[O:17])[CH:15]=[C:14]([O:18][C:19]3[C:28]4[C:23](=[CH:24][CH:25]=[CH:26][CH:27]=4)[CH:22]=[CH:21][CH:20]=3)[CH:13]=[N:12]2)[CH2:6][CH2:1][CH2:5][CH2:4][CH2:3][CH3:2])=[N:31]1. Procedure details: Using the method described in Example 17, 3-cyclopentyl-2-[4-(naphthalen-1-yloxy)-6-oxo-6H-pyridazin-1-yl]-propionic acid (Intermediate 38) and 1-(3-amino-pyrazol-1-yl)-2-methyl-propan-2-ol (Intermediate 1) afforded 2-[4-(naphthalen-1-yloxy)-6-oxo-6H-pyridazin-1-yl]-octanoic acid [1-(2-hydroxy-2-methyl-propyl)-1H-pyrazol-3-yl]-amide as a white solid (0.15 g, 11%); ES+-HRMS m/e calcd for C29H33N5O4 [M+H+] 516.2606 found 516.2604. 1H-NMR (300 MHz, DMSO-d6) δ ppm 1.10-1.20 (br.s., 7H), 1.22-1.83 (m... Starting materials: ClC1=C2C=CC(=NC2=NC=C1)C (5-Chloro-2-methyl-[1,8]naphthyridine), COC1=CC=C(C=C1)C1=C(C=C(C=C1)C)N (4′-Methoxy-4-methyl-biphenyl-2-ylamine). Product: COC1=CC=C(C=C1)C1=C(C=C(C=C1)C)NC1=CC=NC2=NC(=CC=C12)C ((4′-Methoxy-4-methyl-biphenyl-2-yl)-(7-methyl-[1,8]naphthyridin-4-yl)-amine). Reaction SMILES: Cl[C:2]1[CH:11]=[CH:10][N:9]=[C:8]2[C:3]=1[CH:4]=[CH:5][C:6]([CH3:12])=[N:7]2.[CH3:13][O:14][C:15]1[CH:20]=[CH:19][C:18]([C:21]2[CH:26]=[CH:25][C:24]([CH3:27])=[CH:23][C:22]=2[NH2:28])=[CH:17][CH:16]=1>>[CH3:13][O:14][C:15]1[CH:16]=[CH:17][C:18]([C:21]2[CH:26]=[CH:25][C:24]([CH3:27])=[CH:23][C:22]=2[NH:28][C:2]2[C:3]3[C:8](=[N:7][C:6]([CH3:12])=[CH:5][CH:4]=3)[N:9]=[CH:10][CH:11]=2)=[CH:19][CH:20]=1. Reported procedure: The product from Example 1d (0.088 g, 0.49 mmol) was reacted with the product from Example 214b (107 mg, 0.49 mmol) for 65 h following the procedure from Example 1g giving the crude title compound which was purified by HPLC with TFA providing the product as a trifluoroacetic acid salt (0.106 g, 45%). 1H NMR (300 MHz, DMSO-d6) δ ppm: 2.41 (s, 3H) 2.72 (s, 3H) 3.66 (s, 3H) 6.29 (d, J=6.99 Hz, 1H) 6.84 (d, J=8.82 Hz, 2H) 7.27-7.53 (m, 5H) 7.75 (d, J=8.46 Hz, 1H) 8.32 (d, J=6.99 Hz, 1H) 8.90 (d, J=8...